Dataset: the Open Reaction Database (ORD), a public repository of structured organic reaction records. Task: describe an organic reaction: reactants, conditions, products, and yield Yields the product CS(=O)(=O)[O-], Clc1ccc(COC(C[n+]2ccn(CCc3ccccc3)c2)c2ccc(Cl)cc2Cl)c(Cl)c1. The reactants are CS(=O)(=O)O, CN(C)C=O, OCC(OCc1ccc(Cl)cc1Cl)c1ccc(Cl)cc1Cl, c1ccc(CCn2ccnc2)cc1. RXN SMILES: [CH3:14][S:15](=[O:16])(=[O:17])[OH:18].[CH3:40][N:41]([CH3:42])[CH:43]=[O:44].[Cl:19][c:20]1[c:21]([CH:27]([CH2:28][OH:29])[O:30][CH2:31][c:32]2[c:33]([Cl:39])[cH:34][c:35]([Cl:38])[cH:36][cH:37]2)[cH:22][cH:23][c:24]([Cl:26])[cH:25]1.[c:1]1([CH2:7][CH2:8][n:9]2[cH:10][n:11][cH:12][cH:13]2)[cH:2][cH:3][cH:4][cH:5][cH:6]1>>[CH3:14][S:15](=[O:16])(=[O:17])[O-:18].[c:1]1([CH2:7][CH2:8][n:9]2[cH:10][n+:11]([CH2:28][CH:27]([c:21]3[c:20]([Cl:19])[cH:25][c:24]([Cl:26])[cH:23][cH:22]3)[O:30][CH2:31][c:32]3[c:33]([Cl:39])[cH:34][c:35]([Cl:38])[cH:36][cH:37]3)[cH:12][cH:13]2)[cH:2][cH:3][cH:4][cH:5][cH:6]1.